Dataset: the Open Reaction Database (ORD), a public repository of structured organic reaction records. Task: describe an organic reaction: reactants, conditions, products, and yield Starting materials: [Br-], CON(C)C(=O)C(CC1CCCC1)c1ccc(SC)cn1, C=C[Mg+], Cl, C1CCOC1. Product: C=CC(=O)C(CC1CCCC1)c1ccc(SC)cn1. RXN SMILES: [Br-:22].[CH:1]1([CH2:6][CH:7]([C:8](=[O:9])[N:10]([O:11][CH3:12])[CH3:13])[c:14]2[n:15][cH:16][c:17]([S:20][CH3:21])[cH:18][cH:19]2)[CH2:2][CH2:3][CH2:4][CH2:5]1.[CH:23](=[CH2:24])[Mg+:25].[ClH:26].[O:27]1[CH2:28][CH2:29][CH2:30][CH2:31]1>>[CH:1]1([CH2:6][CH:7]([C:8](=[O:9])[CH:23]=[CH2:24])[c:14]2[n:15][cH:16][c:17]([S:20][CH3:21])[cH:18][cH:19]2)[CH2:2][CH2:3][CH2:4][CH2:5]1. The reactants are ClC1=CC=C(COC2=CC(NC=N2)=O)C=C1 (6-((4-chlorobenzyl)oxy)pyrimidin-4(3H)-one), C1(CC1)C=1N=C2N(C=C(C=C2)B(O)O)C1C ((2-cyclopropyl-3-methylimidazo[1,2-a]pyridin-6-yl)boronic acid), C(Cl)Cl (DCM), CO (MeOH). Reagents/catalysts: C(C)(=O)[O-].[Cu+2].C(C)(=O)[O-] (copper acetate). Solvent: N1=CC=CC=C1 (pyridine). Reaction conditions: time 16 hour. The product is ClC1=CC=C(COC2=CC(N(C=N2)C=2C=CC=3N(C2)C(=C(N3)C3CC3)C)=O)C=C1 (6-((4-Chlorobenzyl)oxy)-3-(2-cyclopropyl-3-methylimidazo[1,2-a]pyridin-6-yl)pyrimidin-4(3H)-one). The yield is 5.8%. Reaction SMILES: [Cl:1][C:2]1[CH:16]=[CH:15][C:5]([CH2:6][O:7][C:8]2[N:13]=[CH:12][NH:11][C:10](=[O:14])[CH:9]=2)=[CH:4][CH:3]=1.[CH:17]1([C:20]2[N:21]=[C:22]3[CH:27]=[CH:26][C:25](B(O)O)=[CH:24][N:23]3[C:31]=2[CH3:32])[CH2:19][CH2:18]1.C(Cl)Cl.CO>C([O-])(=O)C.[Cu+2].C([O-])(=O)C.N1C=CC=CC=1>[Cl:1][C:2]1[CH:3]=[CH:4][C:5]([CH2:6][O:7][C:8]2[N:13]=[CH:12][N:11]([C:25]3[CH:26]=[CH:27][C:22]4[N:23]([C:31]([CH3:32])=[C:20]([CH:17]5[CH2:19][CH2:18]5)[N:21]=4)[CH:24]=3)[C:10](=[O:14])[CH:9]=2)=[CH:15][CH:16]=1 |f:4.5.6|. Procedure details: To a mixture of 6-((4-chlorobenzyl)oxy)pyrimidin-4(3H)-one (150 mg), (2-cyclopropyl-3-methylimidazo[1,2-a]pyridin-6-yl)boronic acid (275 mg), DCM (15 ml) and MeOH (15 ml) were added copper acetate (346 mg) and pyridine (0.5 ml), and the resulting reaction mixture was stirred at room temperature for 16 h. The solids were then filtered through Celite, and the filtrate was poured into 1 M HCl. The mixture was extracted with DCM, and the combined DCM layer was washed successively with saturated NaHC... Starting materials: BrC=1C=C(C=NC1Cl)C(=O)O (5-bromo-6-chloro-3-pyridinecarboxylic acid), NCC(CO)CC (2-aminomethyl-1-butanol), N1=CC=C(C=C1)CO (4-pyridinemethanol), ClC1=CC=C(C=C1)B(O)O ((4-chloro-phenyl)-boronic acid). The product is ClC1=CC=C(C=C1)C=1C(=NC=C(C(=O)NCC(CC)CO)C1)OCC1=CC=NC=C1 (racemic 5-(4-chloro-phenyl)-N-(2-hydroxymethyl-butyl)-6-(pyridin-4-ylmethoxy)-nicotinamide). Reaction SMILES: Br[C:2]1[CH:3]=[C:4]([C:9]([OH:11])=O)[CH:5]=[N:6][C:7]=1Cl.[N:12]1[CH:17]=[CH:16][C:15]([CH2:18][OH:19])=[CH:14][CH:13]=1.[Cl:20][C:21]1[CH:26]=[CH:25][C:24](B(O)O)=[CH:23][CH:22]=1.[NH2:30][CH2:31][CH:32]([CH2:35][CH3:36])[CH2:33][OH:34]>>[Cl:20][C:21]1[CH:26]=[CH:25][C:24]([C:2]2[C:7]([O:19][CH2:18][C:15]3[CH:16]=[CH:17][N:12]=[CH:13][CH:14]=3)=[N:6][CH:5]=[C:4]([CH:3]=2)[C:9]([NH:30][CH2:31][CH:32]([CH2:33][OH:34])[CH2:35][CH3:36])=[O:11])=[CH:23][CH:22]=1. Procedure: The title compound was synthesized in analogy to Example 75, using 5-bromo-6-chloro-3-pyridinecarboxylic acid, 4-pyridinemethanol, (4-chloro-phenyl)-boronic acid and 2-aminomethyl-1-butanol as starting materials to yield racemic 5-(4-chloro-phenyl)-N-(2-hydroxymethyl-butyl)-6-(pyridin-4-ylmethoxy)-nicotinamide, MS (ISP) 426.1 (M+H)+. Starting materials: NC1=C(C#N)C=CC=C1 (2-aminobenzonitrile), COC1=CC=C(C=C1)S(=O)(=O)Cl (4-methoxybenzenesulfonyl chloride). Product: C(#N)C1=C(C=CC=C1)NS(=O)(=O)C1=CC=C(C=C1)OC (N-(2-Cyanophenyl)-4-methoxybenzenesulfonamide). Yield: 63.7%. RXN SMILES: [NH2:1][C:2]1[CH:9]=[CH:8][CH:7]=[CH:6][C:3]=1[C:4]#[N:5].[CH3:10][O:11][C:12]1[CH:17]=[CH:16][C:15]([S:18](Cl)(=[O:20])=[O:19])=[CH:14][CH:13]=1>>[C:4]([C:3]1[CH:6]=[CH:7][CH:8]=[CH:9][C:2]=1[NH:1][S:18]([C:15]1[CH:14]=[CH:13][C:12]([O:11][CH3:10])=[CH:17][CH:16]=1)(=[O:20])=[O:19])#[N:5]. Procedure details: Using 2-aminobenzonitrile (1.03 g, 8.55 mmol) and 4-methoxybenzenesulfonyl chloride (1.78 g, 8.55 mmol), the procedure of Reference Example 2 was repeated to obtain 1.57 g (63.7%) of the title compound in the form of colorless solid. Reactants: [Li+].[OH-] (LiOH), C(#N)C=1C(=C(C=CC1)C1=C2CC[C@H](C2=C(C=C1)F)OC1=CC2=C([C@@H](CO2)CC(=O)OC)C=C1)C (methyl 2-((3S)-6-((1R)-4-(3-cyano-2-methylphenyl)-7-fluoro-2,3-dihydro-1H-inden-1-yloxy)-2,3-dihydrobenzofuran-3-yl)acetate). The solvent is O1CCCC1 (tetrahydrofuran), O (water), CO (methanol), O (H2O). Reaction conditions: time 12 hour. The product is C(#N)C=1C(=C(C=CC1)C1=C2CC[C@H](C2=C(C=C1)F)OC1=CC2=C([C@@H](CO2)CC(=O)O)C=C1)C (2-((3S)-6-((1R)-4-(3-Cyano-2-methylphenyl)-7-fluoro-2,3-dihydro-1H-inden-1-yloxy)-2,3-dihydrobenzofuran-3-yl)acetic acid). RXN SMILES: [Li+].[OH-].[C:3]([C:5]1[C:6]([CH3:36])=[C:7]([C:11]2[CH:19]=[CH:18][C:17]([F:20])=[C:16]3[C:12]=2[CH2:13][CH2:14][C@H:15]3[O:21][C:22]2[CH:35]=[CH:34][C:25]3[C@H:26]([CH2:29][C:30]([O:32]C)=[O:31])[CH2:27][O:28][C:24]=3[CH:23]=2)[CH:8]=[CH:9][CH:10]=1)#[N:4]>O1CCCC1.O.CO>[C:3]([C:5]1[C:6]([CH3:36])=[C:7]([C:11]2[CH:19]=[CH:18][C:17]([F:20])=[C:16]3[C:12]=2[CH2:13][CH2:14][C@H:15]3[O:21][C:22]2[CH:35]=[CH:34][C:25]3[C@H:26]([CH2:29][C:30]([OH:32])=[O:31])[CH2:27][O:28][C:24]=3[CH:23]=2)[CH:8]=[CH:9][CH:10]=1)#[N:4] |f:0.1|. Reported procedure: LiOH×H2O (131 mg) is added to a solution of methyl 2-((3S)-6-((1R)-4-(3-cyano-2-methylphenyl)-7-fluoro-2,3-dihydro-1H-inden-1-yloxy)-2,3-dihydrobenzofuran-3-yl)acetate (119 mg) in tetrahydrofuran (1 mL), water (1 mL) and methanol (1 mL) at room temperature. The mixture is stirred at room temperature for 12 hours. The mixture is concentrated, cooled to 0° C., diluted with water and acidified with 4 M aqueous HCl solution. The resulting mixture is extracted with dichloromethane. The organic phase ... Starting materials: C1(CC1)C#C (Cyclopropyl acetylene), NC1=NC=C(C(=O)OCC)C=C1Br (ethyl 6-amino-5-bromonicotinate). The solvent is hexanes, CCOC(=O)C (EtOAc). Product: NC1=NC=C(C(=O)OCC)C=C1C#CC1CC1 (Ethyl 6-amino-5-(2-cyclopropylethynyl)nicotinate). Yield: 78.2%. RXN SMILES: [CH:1]1([C:4]#[CH:5])[CH2:3][CH2:2]1.[NH2:6][C:7]1[C:17](Br)=[CH:16][C:10]([C:11]([O:13][CH2:14][CH3:15])=[O:12])=[CH:9][N:8]=1>CCOC(C)=O>[NH2:6][C:7]1[C:17]([C:5]#[C:4][CH:1]2[CH2:3][CH2:2]2)=[CH:16][C:10]([C:11]([O:13][CH2:14][CH3:15])=[O:12])=[CH:9][N:8]=1. Procedure: Cyclopropyl acetylene (3 mmol) was reacted with ethyl 6-amino-5-bromonicotinate (245 mg, 1 mmol) as described in procedure A of Example 1. Ethyl 6-amino-5-(2-cyclopropylethynyl)nicotinate (180 mg) was obtained as a solid after silica gel column chromatography (EtOAc:hexanes, 1:1). LC/MS; (M+H)+=231. The reactants are C(CCCCCCC)OC1=NC=C(C=N1)C1=CC=C(C=C1)O (4-(2-n-octyloxy-5-pyrimidinyl)phenol), O1[C@H](CCC1)C(=O)O ((R)tetrahydrofuran-2-carboxylic acid), C1(CCCCC1)N=C=NC1CCCCC1 (dicyclohexylcarbodiimide). Reagents/catalysts: CN(C1=CC=NC=C1)C (4-dimethylaminopyridine). The solvent is ClCCl (dichloromethane). The product is O1[C@H](CCC1)C(=O)OC1=CC=C(C=C1)C=1C=NC(=NC1)OCCCCCCCC (4-(2-n-Octyloxy-5-pyrimidinyl)phenyl (R)-tetrahydrofuran-2-carboxylate). RXN SMILES: [CH2:1]([O:9][C:10]1[N:15]=[CH:14][C:13]([C:16]2[CH:21]=[CH:20][C:19]([OH:22])=[CH:18][CH:17]=2)=[CH:12][N:11]=1)[CH2:2][CH2:3][CH2:4][CH2:5][CH2:6][CH2:7][CH3:8].[O:23]1[CH2:27][CH2:26][CH2:25][C@@H:24]1[C:28](O)=[O:29].C1(N=C=NC2CCCCC2)CCCCC1>CN(C)C1C=CN=CC=1.ClCCl>[O:23]1[CH2:27][CH2:26][CH2:25][C@@H:24]1[C:28]([O:22][C:19]1[CH:18]=[CH:17][C:16]([C:13]2[CH:12]=[N:11][C:10]([O:9][CH2:1][CH2:2][CH2:3][CH2:4][CH2:5][CH2:6][CH2:7][CH3:8])=[N:15][CH:14]=2)=[CH:21][CH:20]=1)=[O:29]. Procedure: 901 mg (3 mmol) of 4-(2-n-octyloxy-5-pyrimidinyl)phenol, 464.5 mg (4 mmol) of (R)tetrahydrofuran-2-carboxylic acid and also 49 mg (0.4 mmol) of 4-dimethylaminopyridine are added at room temperature to a solution of 825 mg (4 mmol) of dicyclohexylcarbodiimide in 20 ml of dry dichloromethane while stirring. After stirring for 10 hours at room temperature, the reaction solution is evaporated down in vacuo. Chromatographic purification and recrystallization from n-hexane yield 710 mg (59%) of colorl... Reactants: Cl, CC(C)(C)OC(=O)N1CCCC(c2cc(-c3ccccc3O)nc(N)c2C#N)C1, C1COCCO1. Product: Cl, N#Cc1c(C2CCCNC2)cc(-c2ccccc2O)nc1N. As a reaction SMILES: [ClH:30].[NH2:1][c:2]1[n:3][c:4](-[c:23]2[c:24]([OH:29])[cH:25][cH:26][cH:27][cH:28]2)[cH:5][c:6]([CH:10]2[CH2:11][N:12]([C:16]([O:17][C:18]([CH3:19])([CH3:20])[CH3:21])=[O:22])[CH2:13][CH2:14][CH2:15]2)[c:7]1[C:8]#[N:9].[O:31]1[CH2:32][CH2:33][O:34][CH2:35][CH2:36]1>>[ClH:30].[NH2:1][c:2]1[n:3][c:4](-[c:23]2[c:24]([OH:29])[cH:25][cH:26][cH:27][cH:28]2)[cH:5][c:6]([CH:10]2[CH2:11][NH:12][CH2:13][CH2:14][CH2:15]2)[c:7]1[C:8]#[N:9]. The reactants are O=C1OC(=O)C2CCCCC12, Nc1cc(C(F)(F)F)cc(C(F)(F)F)c1. Product: O=C(O)C1CCCCC1C(=O)Nc1cc(C(F)(F)F)cc(C(F)(F)F)c1. Reaction SMILES: [CH:16]12[CH:17]([CH2:18][CH2:19][CH2:20][CH2:21]1)[C:22](=[O:23])[O:24][C:25]2=[O:26].[F:1][C:2]([c:3]1[cH:4][c:5]([NH2:6])[cH:7][c:8]([C:10]([F:11])([F:12])[F:13])[cH:9]1)([F:14])[F:15]>>[F:1][C:2]([c:3]1[cH:4][c:5]([NH:6][C:25]([CH:16]2[CH:17]([C:22](=[O:23])[OH:24])[CH2:18][CH2:19][CH2:20][CH2:21]2)=[O:26])[cH:7][c:8]([C:10]([F:11])([F:12])[F:13])[cH:9]1)([F:14])[F:15].